describe an organic reaction: reactants, conditions, products, and yield From a dataset of the Open Reaction Database (ORD), a public repository of structured organic reaction records. The product is COC(=O)C1=CC=C(C(=O)C2=CC=C(COC=3N=C4N(C(C3C)=O)C=CC=C4)C=C2)C=C1 (2-[4-(4-Methoxycarbonylbenzoyl)benzyloxy]-3-methyl-4H-pyrido[1,2-a]pyrimidin-4-one). Reaction conditions: time 8 hour. The solvent is CN(C)C=O (DMF), O (water). Reported procedure: To a solution of 3-methylpyrido[1,2-a]pyrimidine-2,4-dione (2.20 g, 12.5 mmol) and 4-(4-methoxycarbonylbenzoyl)benzyl bromide (7.04 g, 12.7 mmol) in DMF (40.0 ml)-DMSO (20.0 ml) was added potassium carbonate (3.92 g, 28.4 mmol) and the mixture was stirred at room temperature overnight. This reaction mixture was diluted with water and the resulting crystals were collected by filtration, dissolved in ethyl acetate, and dried over MgSO4. The solvent was then distilled off under reduced pressure and... As a reaction SMILES: [CH3:1][CH:2]1[C:7](=[O:8])[N:6]2[CH:9]=[CH:10][CH:11]=[CH:12][C:5]2=[N:4][C:3]1=[O:13].[CH3:14][O:15][C:16]([C:18]1[CH:33]=[CH:32][C:21]([C:22]([C:24]2[CH:31]=[CH:30][C:27]([CH2:28]Br)=[CH:26][CH:25]=2)=[O:23])=[CH:20][CH:19]=1)=[O:17].CS(C)=O.C(=O)([O-])[O-].[K+].[K+]>CN(C=O)C.O>[CH3:14][O:15][C:16]([C:18]1[CH:33]=[CH:32][C:21]([C:22]([C:24]2[CH:25]=[CH:26][C:27]([CH2:28][O:13][C:3]3[N:4]=[C:5]4[CH:12]=[CH:11][CH:10]=[CH:9][N:6]4[C:7](=[O:8])[C:2]=3[CH3:1])=[CH:30][CH:31]=2)=[O:23])=[CH:20][CH:19]=1)=[O:17] |f:3.4.5|. Reactants: CC1C(N=C2N(C1=O)C=CC=C2)=O (3-methylpyrido[1,2-a]pyrimidine-2,4-dione), COC(=O)C1=CC=C(C(=O)C2=CC=C(CBr)C=C2)C=C1 (4-(4-methoxycarbonylbenzoyl)benzyl bromide), CS(=O)C (DMSO), C([O-])([O-])=O.[K+].[K+] (potassium carbonate).